The task is: describe an organic reaction: reactants, conditions, products, and yield. This data is from the Open Reaction Database (ORD), a public repository of structured organic reaction records. The reactants are O1CCCC=C1 (3,4-dihydropyran), OCC(CO)=O (1,3-dihydroxy-2-propanone). Reagents/catalysts: Cl (hydrochloric acid). Run at temperature 85 celsius. Product: O1C(CCCC1)OCC(COC1OCCCC1)=O (1,3-bis(2-tetrahydropyranyloxy)-2-propanone). The yield is 66.8%. Reaction SMILES: [O:1]1[CH:6]=[CH:5][CH2:4][CH2:3][CH2:2]1.[OH:7][CH2:8][C:9](=[O:12])[CH2:10][OH:11]>Cl>[O:1]1[CH2:2][CH2:3][CH2:4][CH2:5][CH:6]1[O:7][CH2:8][C:9](=[O:12])[CH2:10][O:11][CH:2]1[CH2:3][CH2:4][CH2:5][CH2:6][O:1]1. Procedure: A mixture of 236.3 g 3,4-dihydropyran and 90.1 g 1,3-dihydroxy-2-propanone, to which had been added 20 drops of concentrated hydrochloric acid, was heated to 85° C at which temperature, an exothermic reaction began. A cooling bath was applied to maintain the temperature in the range 85°-95° C during the next 15 minutes when heat was again applied to maintain the temperature at 85°-95° C for 2 hours. Excess dihydropyran was removed by warming under reduced pressure and the residue was dissolved i... Starting materials: CI (methyl iodide), OC=1C(=C(C(=O)OC)C=CC1)C (methyl 3-hydroxy-2-methylbenzoate), solution, C[Si](C)(C)[N-][Si](C)(C)C.[K+] (KHMDS). Solvent: CCOC(=O)C (EtOAc), CN(C)C=O (DMF), C1(=CC=CC=C1)C (toluene). Run at time 10 minute. Product: COC=1C(=C(C(=O)OC)C=CC1)C (Methyl 3-methoxy-2-methylbenzoate). Isolated yield 93.8%. As a reaction SMILES: [OH:1][C:2]1[C:3]([CH3:12])=[C:4]([CH:9]=[CH:10][CH:11]=1)[C:5]([O:7][CH3:8])=[O:6].[CH3:13][Si]([N-][Si](C)(C)C)(C)C.[K+].CI>CN(C=O)C.C1(C)C=CC=CC=1.CCOC(C)=O>[CH3:13][O:1][C:2]1[C:3]([CH3:12])=[C:4]([CH:9]=[CH:10][CH:11]=1)[C:5]([O:7][CH3:8])=[O:6] |f:1.2|. Procedure details: A solution of 13.98 g (0.0841 mol) of methyl 3-hydroxy-2-methylbenzoate in 120 mL of DMF was cooled in ice and treated dropwise with 200 mL (0.1 mol) of a 0.5 M solution of KHMDS in toluene. After stirring for 10 minutes, 7.8 mL (0.126 mol) of methyl iodide was added and the solution allowed to stir at room temperature overnight. The solution was diluted with EtOAc and washed twice with 6% HCl, 3 times with H2O, 10% NaHSO3, then saturated NaCl. Drying over MgSO4 and removal of the solvent under ... Starting materials: ClCCl, Cc1nccc(-c2sc(C3(C)CCN(C(=O)OC(C)(C)C)CC3)nc2-c2cccc(NS(=O)(=O)c3ccoc3)c2F)n1, O=C(O)C(F)(F)F. Product: Cc1nccc(-c2sc(C3(C)CCNCC3)nc2-c2cccc(NS(=O)(=O)c3ccoc3)c2F)n1. As a reaction SMILES: [Cl:50][CH2:51][Cl:52].[F:1][c:2]1[c:3](-[c:17]2[n:18][c:19]([C:29]3([CH3:42])[CH2:30][CH2:31][N:32]([C:35]([O:36][C:37]([CH3:38])([CH3:39])[CH3:40])=[O:41])[CH2:33][CH2:34]3)[s:20][c:21]2-[c:22]2[n:23][c:24]([CH3:28])[n:25][cH:26][cH:27]2)[cH:4][cH:5][cH:6][c:7]1[NH:8][S:9](=[O:10])(=[O:11])[c:12]1[cH:13][o:14][cH:15][cH:16]1.[F:43][C:44]([F:45])([F:46])[C:47]([OH:48])=[O:49]>>[F:1][c:2]1[c:3](-[c:17]2[n:18][c:19]([C:29]3([CH3:42])[CH2:30][CH2:31][NH:32][CH2:33][CH2:34]3)[s:20][c:21]2-[c:22]2[n:23][c:24]([CH3:28])[n:25][cH:26][cH:27]2)[cH:4][cH:5][cH:6][c:7]1[NH:8][S:9](=[O:10])(=[O:11])[c:12]1[cH:13][o:14][cH:15][cH:16]1. Reactants: COC=1C=C2CCNC(C2=CC1)=O (6-methoxy-3,4-dihydro-2H-isoquinolin-1-one), CC1=CC=C(C=C1)S(=O)(=O)OCCC=C (but-3-enyl 4-methylbenzenesulfonate). The product is C(CC=C)N1C(C2=CC=C(C=C2CC1)OC)=O (2-but-3-enyl-6-methoxy-3,4-dihydroisoquinolin-1-one). RXN SMILES: [CH3:1][O:2][C:3]1[CH:4]=[C:5]2[C:10](=[CH:11][CH:12]=1)[C:9](=[O:13])[NH:8][CH2:7][CH2:6]2.[CH3:14][C:15]1C=CC(S(OCCC=C)(=O)=O)=[CH:17][CH:16]=1>>[CH2:17]([N:8]1[CH2:7][CH2:6][C:5]2[C:10](=[CH:11][CH:12]=[C:3]([O:2][CH3:1])[CH:4]=2)[C:9]1=[O:13])[CH2:16][CH:15]=[CH2:14]. Reported procedure: The title compound 49 is prepared according to the procedure reported in step B of Example 8 with amide 42 (0.32 g, 1.8 mmol) and but-3-enyl 4-methylbenzenesulfonate (1.63 g, 4 equiv) as reactants. Yellow oil. (Yield 0.29 g, 69%). Starting materials: BrCCCBr, O=C([O-])[O-], CCOC(=O)c1oc2cccc(O)c2c1C1CC1, CN(C)C=O, [K+], [K+]. The product is CCOC(=O)c1oc2cccc(OCCCBr)c2c1C1CC1. RXN SMILES: [Br:25][CH2:26][CH2:27][CH2:28][Br:29].[C:19](=[O:20])([O-:21])[O-:22].[CH2:1]([CH3:2])[O:3][C:4](=[O:5])[c:6]1[o:7][c:8]2[c:9]([c:10]1[CH:11]1[CH2:12][CH2:13]1)[c:14]([OH:18])[cH:15][cH:16][cH:17]2.[CH3:30][N:31]([CH3:32])[CH:33]=[O:34].[K+:23].[K+:24]>>[CH2:1]([CH3:2])[O:3][C:4](=[O:5])[c:6]1[o:7][c:8]2[c:9]([c:10]1[CH:11]1[CH2:12][CH2:13]1)[c:14]([O:18][CH2:28][CH2:27][CH2:26][Br:25])[cH:15][cH:16][cH:17]2. The reactants are COC(=O)c1cc(OC)c(OC)c(OC)c1, CC(=O)OC(C)=O, O=[N+]([O-])O. Yields the product COC(=O)c1cc(OC)c(OC)c(OC)c1[N+](=O)[O-]. As a reaction SMILES: [CH3:1][O:2][c:3]1[cH:4][c:5]([C:6](=[O:7])[O:8][CH3:9])[cH:10][c:11]([O:15][CH3:16])[c:12]1[O:13][CH3:14].[CH3:21][C:22]([O:23][C:24](=[O:25])[CH3:26])=[O:27].[OH:17][N+:18]([O-:19])=[O:20]>>[CH3:1][O:2][c:3]1[cH:4][c:5]([C:6](=[O:7])[O:8][CH3:9])[c:10]([N+:18](=[O:17])[O-:19])[c:11]([O:15][CH3:16])[c:12]1[O:13][CH3:14].